From a dataset of the Open Reaction Database (ORD), a public repository of structured organic reaction records. describe an organic reaction: reactants, conditions, products, and yield Reactants: ClC1=CC=C(C=C1)C1NCCC2=C1C=CS2 (4-(4-chlorophenyl)-4,5,6,7-tetrahydro-thieno[3,2-c]pyridine), CN(C=O)C (N,N-dimethylformamide), Cl.CN(CCOC1=CC=C(C(=O)O)C=C1)C (4-(2-dimethylaminoethoxy)benzoic acid hydrochloride), CN(C=O)C (N,N-dimethylformamide), suspension, Cl.CN(CCCN=C=NCC)C (N-(3-dimethylaminopropyl)-N′-ethylcarbodiimide hydrochloride). The solvent is C(C)N(CC)CC (triethylamine), ClCCl (dichloromethane). Product: ClC1=CC=C(C=C1)C1N(CCC2=C1C=CS2)C(=O)C2=CC=C(C=C2)OCCN(C)C ([4-(4-Chlorophenyl)4,5,6,7-tetrahydro-thieno[3,2-c]pyridin-5-yl]-[4-(2-dimethylaminoethoxy)phenyl]-methanone). Reaction SMILES: [Cl:1][C:2]1[CH:7]=[CH:6][C:5]([CH:8]2[C:13]3[CH:14]=[CH:15][S:16][C:12]=3[CH2:11][CH2:10][NH:9]2)=[CH:4][CH:3]=1.CN(C)C=O.Cl.[CH3:23][N:24]([CH3:37])[CH2:25][CH2:26][O:27][C:28]1[CH:36]=[CH:35][C:31]([C:32](O)=[O:33])=[CH:30][CH:29]=1.Cl.CN(C)CCCN=C=NCC>C(N(CC)CC)C.ClCCl>[Cl:1][C:2]1[CH:3]=[CH:4][C:5]([CH:8]2[C:13]3[CH:14]=[CH:15][S:16][C:12]=3[CH2:11][CH2:10][N:9]2[C:32]([C:31]2[CH:30]=[CH:29][C:28]([O:27][CH2:26][CH2:25][N:24]([CH3:37])[CH3:23])=[CH:36][CH:35]=2)=[O:33])=[CH:6][CH:7]=1 |f:2.3,4.5|. Reported procedure: Similarly as described in example 22 using a solution of 4-(4-chlorophenyl)-4,5,6,7-tetrahydro-thieno[3,2-c]pyridine in N,N-dimethylformamide (0.375 M, 0.4 ml, 0.15 mmol), a suspension of 4-(2-dimethylaminoethoxy)benzoic acid hydrochloride in N,N-dimethylformamide (0.375 M, 0.4 ml, 0.15 mmol), triethylamine (42 ul), and 0.25 ml of a suspension of N-(3-dimethylaminopropyl)-N′-ethylcarbodiimide hydrochloride in dichloromethane (1.73 g in 8.3 ml) affords the title compound. The reactants are COC(C(CC1=CC=CC=C1)N(C(=O)OC(C)(C)C)CC=C)=O (N-(t-butoxycarbonyl)-allylamino-3-phenyl-propionic acid methyl ester), [OH-].[Na+] (sodium hydroxide), Cl (hydrochloric acid). The solvent is C(C)O (ethanol). Reaction conditions: time 4 hour. Yields the product C(C)(C)(C)OC(=O)N([C@H](C(=O)O)CC1=CC=CC=C1)CC=C ((S)-2-[N-(t-Butoxycarbonyl)-allylamino]-3-phenyl-propionic acid). RXN SMILES: C[O:2][C:3](=[O:23])[CH:4]([N:12]([CH2:20][CH:21]=[CH2:22])[C:13]([O:15][C:16]([CH3:19])([CH3:18])[CH3:17])=[O:14])[CH2:5][C:6]1[CH:11]=[CH:10][CH:9]=[CH:8][CH:7]=1.[OH-].[Na+].Cl>C(O)C>[C:16]([O:15][C:13]([N:12]([CH2:20][CH:21]=[CH2:22])[C@@H:4]([CH2:5][C:6]1[CH:7]=[CH:8][CH:9]=[CH:10][CH:11]=1)[C:3]([OH:23])=[O:2])=[O:14])([CH3:17])([CH3:19])[CH3:18] |f:1.2|. Procedure details: Combine (S)-2-[N-(t-butoxycarbonyl)-allylamino-3-phenyl-propionic acid methyl ester (0.32 g, 1.0 mmol) and 1M sodium hydroxide (10 mL, 10 mmol) in ethanol (10 mL). Stir for 4 hours. Acidify the reaction mixture with 1M hydrochloric acid and extract with ethyl acetate. Separate the layers, dry the organic layer over MgSO4, filter, and evaporate in vacuo. Chromatograph on silica gel eluting with 3% methanol/dichloromethane to give the title compound: TLC Rf =0.40 (silica gel, 5% methanol/dichlorom...